describe an organic reaction: reactants, conditions, products, and yield From a dataset of the Open Reaction Database (ORD), a public repository of structured organic reaction records. Starting materials: O[C@H]1C(O[C@@H]([C@H]1O)CO)N1C2=NC(=NC(=C2N=C1)NC1CCCC1)N1N=NC(=C1)C(=O)OCC (ethyl 1-{9-[(4S,3R,5R)-3,4-dihydroxy-5-(hydroxymethyl)oxolan-2-yl]-6-(cyclopentylamino)purin-2-yl}-1,2,3-triazole-4-carboxylate), CN (methylamine). Run in O (water). Conditions: temperature 50 celsius, time 2 hour. The product is C(C)OC(=O)C=1N=NN(C1)C1=NC(=C2N=CN(C2=N1)C1O[C@@H]([C@H]([C@H]1O)O)CO)NC1CCCC1.O[C@H]1[C@@H](O[C@@H]([C@H]1O)CO)N1C2=NC(=NC(=C2N=C1)NC1CCCC1)N1N=NC(=C1)C(=O)NC ((1-{9-[(4S,2R,3R,5R)-3,4-dihydroxy-5-(hydroxymethyl)oxolan-2-yl]-6-(cyclopentylamino)purin-2-yl}(1,2,3-triazol-4-yl))-N-methylcarboxamide ethyl 1-{9-[(4S,3R,5R)-3,4-dihydroxy-5-(hydroxymethyl)oxolan-2-yl]-6-(cyclopentylamino)purin-2-yl}-1,2,3-triazole-4-carboxylate). As a reaction SMILES: [OH:1][C@@H:2]1[C@H:6]([OH:7])[C@@H:5]([CH2:8][OH:9])[O:4][CH:3]1[N:10]1[CH:18]=[N:17][C:16]2[C:11]1=[N:12][C:13]([N:25]1[CH:29]=[C:28]([C:30]([O:32][CH2:33][CH3:34])=[O:31])[N:27]=[N:26]1)=[N:14][C:15]=2[NH:19][CH:20]1[CH2:24][CH2:23][CH2:22][CH2:21]1.[CH3:35][NH2:36]>O>[CH2:33]([O:32][C:30]([C:28]1[N:27]=[N:26][N:25]([C:13]2[N:12]=[C:11]3[C:16]([N:17]=[CH:18][N:10]3[CH:3]3[C@H:2]([OH:1])[C@H:6]([OH:7])[C@@H:5]([CH2:8][OH:9])[O:4]3)=[C:15]([NH:19][CH:20]3[CH2:24][CH2:23][CH2:22][CH2:21]3)[N:14]=2)[CH:29]=1)=[O:31])[CH3:34].[OH:1][C@@H:2]1[C@H:6]([OH:7])[C@@H:5]([CH2:8][OH:9])[O:4][C@H:3]1[N:10]1[CH:18]=[N:17][C:16]2[C:11]1=[N:12][C:13]([N:25]1[CH:29]=[C:28]([C:30]([NH:36][CH3:35])=[O:32])[N:27]=[N:26]1)=[N:14][C:15]=2[NH:19][CH:20]1[CH2:21][CH2:22][CH2:23][CH2:24]1 |f:3.4|. Procedure: 70 mg of the ethyl 1-{9-[(4S,3R,5R)-3,4-dihydroxy-5-(hydroxymethyl)oxolan-2-yl]-6-(cyclopentylamino)purin-2-yl}-1,2,3-triazole-4-carboxylate prepared in Example 4A was dissolved in 5 mL of 40% methylamine in water in a sealed tube. The mixture was stirred at 50° C. for 2 hours. A white precipitate formed and was collected by filtration. The collected filtrate was washed with water and ethyl ether to provide the product, (1-{9-[(4S,2R,3R,5R)-3,4-dihydroxy-5-(hydroxymethyl)oxolan-2-yl]-6-(cyclopen... The reactants are N1=CC(=CC=C1)C=1N=C(SC1)N (4-(3-pyridyl)-1,3-thiazol-2-amine), ClC1=C(C(=CC(=C1)Cl)C)S(=O)(=O)Cl (2,4-dichloro-6-methylbenzenesulfonyl chloride). Yields the product ClC1=C(C(=CC(=C1)Cl)C)S(=O)(=O)NC=1SC=C(N1)C=1C=NC=CC1 (2,4-Dichloro-6-methyl-N-[4-(3-pyridinyl)-1,3-thiazol-2-yl]benzenesulfonamide), solid. As a reaction SMILES: [N:1]1[CH:6]=[CH:5][CH:4]=[C:3]([C:7]2[N:8]=[C:9]([NH2:12])[S:10][CH:11]=2)[CH:2]=1.[Cl:13][C:14]1[CH:19]=[C:18]([Cl:20])[CH:17]=[C:16]([CH3:21])[C:15]=1[S:22](Cl)(=[O:24])=[O:23]>>[Cl:13][C:14]1[CH:19]=[C:18]([Cl:20])[CH:17]=[C:16]([CH3:21])[C:15]=1[S:22]([NH:12][C:9]1[S:10][CH:11]=[C:7]([C:3]2[CH:2]=[N:1][CH:6]=[CH:5][CH:4]=2)[N:8]=1)(=[O:24])=[O:23]. Procedure: The title compound was prepared from 4-(3-pyridyl)-1,3-thiazol-2-amine and 2,4-dichloro-6-methylbenzenesulfonyl chloride as described in the synthetic METHOD B to give a yellow solid (17.6 mg) with purity >90%. MS (pos) m/z 400.0,402.0. Starting materials: ClC1=NC=CN=C1Cl (2,3-dichloropyrazine), FC1=C(C=CC=C1)C#C (2-fluoro-phenylacetylene). Reagents/catalysts: [Cu]I (copper(I) iodide), Cl[Pd]([P](C1=CC=CC=C1)(C2=CC=CC=C2)C3=CC=CC=C3)([P](C4=CC=CC=C4)(C5=CC=CC=C5)C6=CC=CC=C6)Cl (bis(triphenyl-phosphine)palladium(II) chloride). Solvent: C(C)N(CC)CC (triethylamine). Reaction conditions: temperature 0 celsius. The product is ClC1=NC=CN=C1C#CC1=C(C=CC=C1)F (2-Chloro-3-[(2-fluorophenyl)ethynyl]pyrazine). Reaction SMILES: Cl[C:2]1[C:7]([Cl:8])=[N:6][CH:5]=[CH:4][N:3]=1.[F:9][C:10]1[CH:15]=[CH:14][CH:13]=[CH:12][C:11]=1[C:16]#[CH:17]>C(N(CC)CC)C.[Cu]I.Cl[Pd](Cl)([P](C1C=CC=CC=1)(C1C=CC=CC=1)C1C=CC=CC=1)[P](C1C=CC=CC=1)(C1C=CC=CC=1)C1C=CC=CC=1>[Cl:8][C:7]1[C:2]([C:17]#[C:16][C:11]2[CH:12]=[CH:13][CH:14]=[CH:15][C:10]=2[F:9])=[N:3][CH:4]=[CH:5][N:6]=1 |^1:29,48|. Procedure details: 49 mg (0.26 mmol) of copper(I) iodide and 179 mg (0.26 mmol) of bis(triphenyl-phosphine)palladium(II) chloride are added to a solution of 760 mg (5.10 mmol) of 2,3-dichloropyrazine in 27 ml of triethylamine and cooled to 0° C. Then 919 mg (7.65 mmol) of 2-fluoro-phenylacetylene are added dropwise, and the mixture is heated at 80° C. for 3 h. It is then filtered and concentrated. The residue is purified by preparative HPLC. 717 mg (60% of theory) of the title compound are obtained as pale beige c... Starting materials: BrB(Br)Br, ClCCl, COC(=O)C=Cc1ccc(OC)c(OCC23CCC(C)(CC2)OC3=O)c1, [Cl-], [NH4+]. Product: COC(=O)C=Cc1ccc(O)c(OCC23CCC(C)(CC2)OC3=O)c1. Reaction SMILES: [B:1]([Br:2])([Br:3])[Br:4].[CH2:33]([Cl:34])[Cl:35].[CH3:5][O:6][c:7]1[c:8]([O:19][CH2:20][C:21]23[C:22](=[O:30])[O:23][C:24]([CH3:29])([CH2:25][CH2:26]2)[CH2:27][CH2:28]3)[cH:9][c:10]([CH:11]=[CH:12][C:13](=[O:14])[O:15][CH3:16])[cH:17][cH:18]1.[Cl-:31].[NH4+:32]>>[OH:6][c:7]1[c:8]([O:19][CH2:20][C:21]23[C:22](=[O:30])[O:23][C:24]([CH3:29])([CH2:25][CH2:26]2)[CH2:27][CH2:28]3)[cH:9][c:10]([CH:11]=[CH:12][C:13](=[O:14])[O:15][CH3:16])[cH:17][cH:18]1.